From a dataset of the Open Reaction Database (ORD), a public repository of structured organic reaction records. describe an organic reaction: reactants, conditions, products, and yield The reactants are CC(CC#N)N1C(=O)C2(OCCCO2)c2cc(Br)ccc21, CCO, N. Yields the product CC1CCN=C2N1c1ccc(Br)cc1C21OCCCO1. RXN SMILES: [Br:1][c:2]1[cH:3][c:4]2[c:5]([cH:6][cH:7]1)[N:8]([CH:17]([CH2:18][C:19]#[N:20])[CH3:21])[C:9](=[O:16])[C:10]21[O:11][CH2:12][CH2:13][CH2:14][O:15]1.[CH3:22][CH2:23][OH:24].[NH3:25]>>[Br:1][c:2]1[cH:3][c:4]2[c:5]([cH:6][cH:7]1)[N:8]1[C:9](=[N:20][CH2:19][CH2:18][CH:17]1[CH3:21])[C:10]21[O:11][CH2:12][CH2:13][CH2:14][O:15]1. Reactants: O1[C@@H](C1)COC1=C2C=CNC2=CC=C1 ((S)-(+)-4-(oxiranylmethoxy)-1H-indole), ClC=1C=CC2=C(SC(=C2)C=2CCNCC2)C1 (6-chloro-2-(1,2,3,6-tetrahydropyridin-4-yl)benzo[b]thiophene), tan powder. The solvent is C(C)O (ethanol). The product is ClC=1C=CC2=C(SC(=C2)C=2CCN(CC2)C[C@@H](COC2=C3C=CNC3=CC=C2)O)C1 ((2S)-(+)-3-[4-(6-chloro-2-benzo[b]thiophenyl)-1,2,3,6-tetrahydropyridin-1-yl]-1-(4-indolyloxy)-2-propanol). As a reaction SMILES: [O:1]1[CH2:3][C@H:2]1[CH2:4][O:5][C:6]1[CH:14]=[CH:13][CH:12]=[C:11]2[C:7]=1[CH:8]=[CH:9][NH:10]2.[Cl:15][C:16]1[CH:17]=[CH:18][C:19]2[CH:23]=[C:22]([C:24]3[CH2:25][CH2:26][NH:27][CH2:28][CH:29]=3)[S:21][C:20]=2[CH:30]=1>C(O)C>[Cl:15][C:16]1[CH:17]=[CH:18][C:19]2[CH:23]=[C:22]([C:24]3[CH2:25][CH2:26][N:27]([CH2:3][C@H:2]([OH:1])[CH2:4][O:5][C:6]4[CH:14]=[CH:13][CH:12]=[C:11]5[C:7]=4[CH:8]=[CH:9][NH:10]5)[CH2:28][CH:29]=3)[S:21][C:20]=2[CH:30]=1. Procedure: The title compound was prepared in a fashion similar to that described in Example 1 using (S)-(+)-4-(oxiranylmethoxy)-1H-indole (0.166 g, 0.088 mmol) and 6-chloro-2-(1,2,3,6-tetrahydropyridin-4-yl)benzo[b]thiophene (0.200 g, 0.080 mmol) using ethanol as reaction solvent. Yield 0.122 g (35%) of a tan powder. FDMS m/e=438 (M+ of free base). Starting materials: 4f, ( 25.9 ), C1(=C(C(=C(C(=C1F)F)F)N)F)N.Cl.Cl (Dihydrochloride), ( 13.6 ), ( 90.0 ), ( 627.51 ), ( 9.7 ), ( 9.6 ), ( 6.02 ), ( 12.7 ), NC1=CC(=C(C=C1)C=1OC(=CC1)C1=C(C=C(C=C1)N)OC)OC (2,5-Bis(4-amino-2-methoxyphenyl)furan), S-(2-naphthylmethyl)-2-pyridylthioimidate hydrobromide, ( 13.3 ). The solvent is CCOC(=O)C.CCOCC (EtOAc Et2O). Yields the product COC1=C(C=CC(=C1)N=NC1=NC=CC=C1)C=1OC(=CC1)C1=C(C=C(C=C1)N=NC1=NC=CC=C1)OC (2,5-Bis[2-methoxy-4-(2-pyridylimino)aminophenyl]furan). Yield: 75.0%. RXN SMILES: [NH2:1][C:2]1[CH:7]=[CH:6][C:5]([C:8]2[O:9][C:10]([C:13]3[CH:18]=[CH:17][C:16]([NH2:19])=[CH:15][C:14]=3[O:20][CH3:21])=[CH:11][CH:12]=2)=[C:4]([O:22][CH3:23])[CH:3]=1.[C:24]1([NH2:35])[C:29](F)=[C:28](F)[C:27](F)=[C:26]([NH2:33])C=1F.Cl.Cl>CCOC(C)=O.CCOCC>[CH3:21][O:20][C:14]1[CH:15]=[C:16]([N:19]=[N:33][C:26]2[CH:27]=[CH:28][CH:29]=[CH:24][N:35]=2)[CH:17]=[CH:18][C:13]=1[C:10]1[O:9][C:8]([C:5]2[CH:6]=[CH:7][C:2]([N:1]=[N:33][C:26]3[CH:27]=[CH:28][CH:29]=[CH:24][N:35]=3)=[CH:3][C:4]=2[O:22][CH3:23])=[CH:12][CH:11]=1 |f:1.2.3,4.5|. Procedure: 2,5-Bis[2-methoxy-4-(2-pyridylimino)aminophenyl]furan (41, DB709) was prepared according to the procedure for 4f using diamine 3c and S-(2-naphthylmethyl)-2-pyridylthioimidate hydrobromide as starting materials. Free base: Bright yellow crystalline solid, mp 196-197° C. (EtOAc/Et2O). Yield: 75%. 1H NMR (DMSO-d6): 3.92 (s, 6H), 6.64 and 6.67 (d, 2H and s, 2H, overlapping a broad NH signal), 6.89 (s, 2H), 7.55 (dd, 2H), 7.86 (d, 2H), 7.95 (m, 2H), 8.32 (d, 2H), 8.63 (d, 2H). Dihydrochloride: brick...